From a dataset of the Open Reaction Database (ORD), a public repository of structured organic reaction records. describe an organic reaction: reactants, conditions, products, and yield Reactants: CS(=O)(=O)O, CCOC(C)=O, CC(C)(O)CC(=O)NCCn1ccc2ncnc(Nc3ccc(Oc4cccc(C(F)(F)F)c4)c(Cl)c3)c21. Product: CS(=O)(=O)O, CC(C)(O)CC(=O)NCCn1ccc2ncnc(Nc3ccc(Oc4cccc(C(F)(F)F)c4)c(Cl)c3)c21. As a reaction SMILES: [CH3:39][S:40]([OH:41])(=[O:42])=[O:43].[CH3:44][CH2:45][O:46][C:47](=[O:48])[CH3:49].[Cl:1][c:2]1[cH:3][c:4]([NH:19][c:20]2[c:21]3[c:22]([n:23][cH:24][n:25]2)[cH:26][cH:27][n:28]3[CH2:29][CH2:30][NH:31][C:32]([CH2:33][C:34]([CH3:35])([CH3:36])[OH:37])=[O:38])[cH:5][cH:6][c:7]1[O:8][c:9]1[cH:10][c:11]([C:15]([F:16])([F:17])[F:18])[cH:12][cH:13][cH:14]1>>[CH3:39][S:40](=[O:41])(=[O:42])[OH:43].[Cl:1][c:2]1[cH:3][c:4]([NH:19][c:20]2[c:21]3[c:22]([n:23][cH:24][n:25]2)[cH:26][cH:27][n:28]3[CH2:29][CH2:30][NH:31][C:32]([CH2:33][C:34]([CH3:35])([CH3:36])[OH:37])=[O:38])[cH:5][cH:6][c:7]1[O:8][c:9]1[cH:10][c:11]([C:15]([F:16])([F:17])[F:18])[cH:12][cH:13][cH:14]1. The reactants are BrC1=NC=2N(C(NC(C2N1)=O)=O)C (8-Bromo-3-methyl-3,7-dihydropurine-2,6-dione), CC1=C(CBr)C=CC=C1 (2-methylbenzyl bromide). Yields the product BrC1=NC=2N(C(NC(C2N1CC1=C(C=CC=C1)C)=O)=O)C (8-Bromo-3-methyl-7-(2-methylbenzyl)-3,7-dihydropurine-2,6-dione). Reaction SMILES: [Br:1][C:2]1[NH:10][C:9]2[C:8](=[O:11])[NH:7][C:6](=[O:12])[N:5]([CH3:13])[C:4]=2[N:3]=1.[CH3:14][C:15]1[CH:22]=[CH:21][CH:20]=[CH:19][C:16]=1[CH2:17]Br>>[Br:1][C:2]1[N:10]([CH2:14][C:15]2[CH:22]=[CH:21][CH:20]=[CH:19][C:16]=2[CH3:17])[C:9]2[C:8](=[O:11])[NH:7][C:6](=[O:12])[N:5]([CH3:13])[C:4]=2[N:3]=1. Procedure: 8-Bromo-3-methyl-3,7-dihydropurine-2,6-dione and 2-methylbenzyl bromide were reacted and purified as described in the General procedure G, step A, to afford 82A as white crystals in 79%. The reactants are NC1=C(C(=NC(=C1Cl)Cl)C(=O)O)Cl (4-amino-3,5,6-trichloropicolinic acid), ClC(C1=NC(=C(C(=C1Cl)Cl)Cl)Cl)(Cl)Cl (heptachloro-2-picoline), N (ammonia). Product: NC1=C(C(=NC(=C1Cl)Cl)C(Cl)(Cl)Cl)Cl (4-amino-hexachloro-2-picoline). Reaction SMILES: [NH2:1]C1C(Cl)=C(Cl)N=C(C(O)=O)C=1Cl.[Cl:14][C:15]([Cl:27])([Cl:26])[C:16]1[C:21]([Cl:22])=[C:20](Cl)[C:19]([Cl:24])=[C:18]([Cl:25])[N:17]=1.N>>[NH2:1][C:20]1[C:19]([Cl:24])=[C:18]([Cl:25])[N:17]=[C:16]([C:15]([Cl:27])([Cl:26])[Cl:14])[C:21]=1[Cl:22]. Reported procedure: It is known that 4-amino-3,5,6-trichloropicolinic acid is prepared by a two-step method where heptachloro-2-picoline is aminated with anhydrous liquid ammonia to form 4-amino-hexachloro-2-picoline, an intermediate product that is isolated, and which is in turn hydrolyzed with sulfuric acid to form 4-amino-3,5,6-trichloropicolinic acid. See, for example, Russian Pat. No. 445,662. Reactants: C(C)(=O)OC(CNC(=O)C1=C(C(=C(C(=C1I)N)I)C(=O)NCC(COC(C)=O)OC(C)=O)I)COC(C)=O (N,N'-bis[2,3-bis(acetyloxy)propyl]-5-amino-2,4,6-triiodo-1,3-benzenedicarboxamide), O1C(CCC1)C(=O)Cl (tetrahydro-2-furancarbonyl chloride). The solvent is CN(C(C)=O)C (N,N-dimethylacetamide). Conditions: time 0.5 hour. The product is O1C(=CC=C1)C(=O)NC1=CC=CC=C1 (furanilide). Reaction SMILES: C(OC(COC(=O)C)CNC([C:10]1[C:15](I)=[C:14]([NH2:17])[C:13](I)=[C:12](C(NCC(OC(=O)C)COC(=O)C)=O)[C:11]=1I)=O)(=O)C.[O:39]1[CH2:43][CH2:42][CH2:41][CH:40]1[C:44](Cl)=[O:45]>CN(C)C(=O)C>[O:39]1[CH:43]=[CH:42][CH:41]=[C:40]1[C:44]([NH:17][C:14]1[CH:15]=[CH:10][CH:11]=[CH:12][CH:13]=1)=[O:45]. Procedure: To a stirred solution of N,N'-bis[2,3-bis(acetyloxy)propyl]-5-amino-2,4,6-triiodo-1,3-benzenedicarboxamide (8.73 g, 10 mmol) in N,N-dimethylacetamide (30 mL), was added in drops tetrahydro-2-furancarbonyl chloride (1.8 g, 13 mmol) (prepared as in part A of Example 18) at 0°-5°. After the addition, the mixture was stirred at 0°-5° for 0.5 hour, then at room temperature for 20 hours. Nitrogen gas was purged through the solution for 0.25 hour, and the N,N-dimethylacetamide was removed in vacuo at 4... Starting materials: C1COCCOCCOCCOCCO1, Cc1ccnc(S(=O)(=O)F)c1, CN(Cc1c[nH]c(-c2cccnc2F)c1F)C(=O)OC(C)(C)C, [H-], [Na+], C1CCOC1, O. The product is Cc1ccnc(S(=O)(=O)n2cc(CN(C)C(=O)OC(C)(C)C)c(F)c2-c2cccnc2F)c1. RXN SMILES: [CH2:26]1[O:27][CH2:28][CH2:29][O:30][CH2:31][CH2:32][O:33][CH2:34][CH2:35][O:36][CH2:37][CH2:38][O:39][CH2:40]1.[CH3:41][c:42]1[cH:43][c:44]([S:48](=[O:49])(=[O:50])[F:51])[n:45][cH:46][cH:47]1.[F:3][c:4]1[c:5]([CH2:16][N:17]([C:18]([O:19][C:20]([CH3:21])([CH3:22])[CH3:23])=[O:24])[CH3:25])[cH:6][nH:7][c:8]1-[c:9]1[c:10]([F:15])[n:11][cH:12][cH:13][cH:14]1.[H-:1].[Na+:2].[O:52]1[CH2:53][CH2:54][CH2:55][CH2:56]1.[OH2:57]>>[F:3][c:4]1[c:5]([CH2:16][N:17]([C:18]([O:19][C:20]([CH3:21])([CH3:22])[CH3:23])=[O:24])[CH3:25])[cH:6][n:7]([S:48]([c:44]2[cH:43][c:42]([CH3:41])[cH:47][cH:46][n:45]2)(=[O:49])=[O:50])[c:8]1-[c:9]1[c:10]([F:15])[n:11][cH:12][cH:13][cH:14]1.